This data is from the Open Reaction Database (ORD), a public repository of structured organic reaction records. The task is: describe an organic reaction: reactants, conditions, products, and yield The reactants are CCc1nccc(N)n1, Cc1c(Cl)cccc1S(=O)(=O)Cl. Product: CCc1nccc(NS(=O)(=O)c2cccc(Cl)c2C)n1. Reaction SMILES: [CH2:1]([CH3:2])[c:3]1[n:4][cH:5][cH:6][c:7]([NH2:9])[n:8]1.[Cl:10][c:11]1[c:12]([CH3:21])[c:13]([S:17](=[O:18])(=[O:19])[Cl:20])[cH:14][cH:15][cH:16]1>>[CH2:1]([CH3:2])[c:3]1[n:4][cH:5][cH:6][c:7]([NH:9][S:17]([c:13]2[c:12]([CH3:21])[c:11]([Cl:10])[cH:16][cH:15][cH:14]2)(=[O:18])=[O:19])[n:8]1. Reactants: NC(C(=O)OCC)CC1=CC(=C(C=C1)OC)OC (Ethyl 2-amino-3-(3,4-dimethoxyphenyl)propionate), C1(CCCCC1)N=C=NC1CCCCC1 (1,3-dicyclohexylcarbodiimide), C(C)(C)OC1=CC=C(C(=O)O)C=C1 (4-isopropyloxybenzoic acid), O.ON1N=NC2=C1C=CC=C2 (1-hydroxybenzotriazole monohydrate). Solvent: C(Cl)Cl (methylene chloride). Run at time 8 hour. The product is COC=1C=C(C=CC1OC)CC(C(=O)OCC)NC(=O)C1=CC=C(C=C1)OC(C)C (ethyl 3-(3,4-dimethoxyphenyl)-2-{[4-(isopropyloxy)phenyl]carbonylamino}propionate). RXN SMILES: [NH2:1][CH:2]([CH2:8][C:9]1[CH:14]=[CH:13][C:12]([O:15][CH3:16])=[C:11]([O:17][CH3:18])[CH:10]=1)[C:3]([O:5][CH2:6][CH3:7])=[O:4].[CH:19]([O:22][C:23]1[CH:31]=[CH:30][C:26]([C:27](O)=[O:28])=[CH:25][CH:24]=1)([CH3:21])[CH3:20].O.ON1C2C=CC=CC=2N=N1.C1(N=C=NC2CCCCC2)CCCCC1>C(Cl)Cl>[CH3:18][O:17][C:11]1[CH:10]=[C:9]([CH2:8][CH:2]([NH:1][C:27]([C:26]2[CH:30]=[CH:31][C:23]([O:22][CH:19]([CH3:21])[CH3:20])=[CH:24][CH:25]=2)=[O:28])[C:3]([O:5][CH2:6][CH3:7])=[O:4])[CH:14]=[CH:13][C:12]=1[O:15][CH3:16] |f:2.3|. Reported procedure: Ethyl 2-amino-3-(3,4-dimethoxyphenyl)propionate (the compound obtained in Example 1-(1)) (15.2 g), 4-isopropyloxybenzoic acid (10.8 g), and 1-hydroxybenzotriazole monohydrate (9.2 g) are dissolved in methylene chloride (120 ml), and thereto is added 1,3-dicyclohexylcarbodiimide (12.4 g) under ice-cooling, and the mixture is stirred at room temperature overnight. The insoluble materials are removed by filtration, and the filtrate is washed with a saturated aqueous sodium hydrogen carbonate soluti... Product: COCc1ncn2c1CN(C)C(=O)c1ccccc1-2. As a reaction SMILES: [CH3:19][I:20].[CH3:21][N:22]([CH3:23])[CH:24]=[O:25].[H-:26].[Na+:27].[OH2:28].[OH:1][CH2:2][c:3]1[n:4][cH:5][n:6]2[c:7]1[CH2:8][N:9]([CH3:18])[C:10](=[O:17])[c:11]1[c:12]-2[cH:13][cH:14][cH:15][cH:16]1>>[O:1]([CH2:2][c:3]1[n:4][cH:5][n:6]2[c:7]1[CH2:8][N:9]([CH3:18])[C:10](=[O:17])[c:11]1[c:12]-2[cH:13][cH:14][cH:15][cH:16]1)[CH3:21]. Reactants: CI, CN(C)C=O, [H-], [Na+], O, CN1Cc2c(CO)ncn2-c2ccccc2C1=O.